Task: describe an organic reaction: reactants, conditions, products, and yield. Dataset: the Open Reaction Database (ORD), a public repository of structured organic reaction records Starting materials: N#CN1CCOCC1, Cc1cccc(O)c1, Cl, Nc1ccccc1-c1ccccc1. Product: N=C(Nc1ccccc1-c1ccccc1)N1CCOCC1. Reaction SMILES: [C:15](#[N:16])[N:17]1[CH2:18][CH2:19][O:20][CH2:21][CH2:22]1.[CH3:23][c:24]1[cH:25][c:26]([OH:27])[cH:28][cH:29][cH:30]1.[ClH:1].[NH2:2][c:3]1[c:4](-[c:9]2[cH:10][cH:11][cH:12][cH:13][cH:14]2)[cH:5][cH:6][cH:7][cH:8]1>>[NH:2]([c:3]1[c:4](-[c:9]2[cH:10][cH:11][cH:12][cH:13][cH:14]2)[cH:5][cH:6][cH:7][cH:8]1)[C:15](=[NH:16])[N:17]1[CH2:18][CH2:19][O:20][CH2:21][CH2:22]1. Reactants: C1(C=2C(C(N1CCC1=NC3=C(N1)C=CC(=C3)C=3C(CC(NN3)=O)C)=O)=CC=CC2)=O (6-[2-(2-phthalimidoethyl)-1H-benzimidazol-5-yl]-4,5-dihydro-5-methyl-3(2H)-pyridazinone), O.NN (hydrazine hydrate). Product: NCCC1=NC2=C(N1)C=CC(=C2)C=2C(CC(NN2)=O)C (6-[2-(2-aminoethyl)-1H-benzimidazol-5-yl]-4,5-dihydro-5-methyl-3(2H)-pyridazinone). Reaction SMILES: C1(=O)[N:5]([CH2:6][CH2:7][C:8]2[NH:12][C:11]3[CH:13]=[CH:14][C:15]([C:17]4[CH:18]([CH3:24])[CH2:19][C:20](=[O:23])[NH:21][N:22]=4)=[CH:16][C:10]=3[N:9]=2)C(=O)C2=CC=CC=C12.O.NN>>[NH2:5][CH2:6][CH2:7][C:8]1[NH:12][C:11]2[CH:13]=[CH:14][C:15]([C:17]3[CH:18]([CH3:24])[CH2:19][C:20](=[O:23])[NH:21][N:22]=3)=[CH:16][C:10]=2[N:9]=1 |f:1.2|. Reported procedure: ##STR68## Prepared by a method analogous to that of Example 1d) from 1.44 g (3.6 mmol) of 6-[2-(2-phthalimidoethyl)-1H-benzimidazol-5-yl]-4,5-dihydro-5-methyl-3(2H)-pyridazinone and 0.9 ml (18 mmol) of hydrazine hydrate. The crude product is chromatographed on silica gel with methanol/conc. ammonia (99:1). After concentration of the main fraction by evaporation under vacuum and crystallization of the residue from ethanol, 0.55 g (51%) of a colourless solid melting at 178° C. are obtained. Reactants: CC(Oc1cc(-n2cnc3cnc(COS(C)(=O)=O)cc32)sc1C(N)=O)c1ccccc1C(F)(F)F, ClCCl, O=C(CN1CCNCC1)N1CCCC1. Product: CC(Oc1cc(-n2cnc3cnc(CN4CCN(CC(=O)N5CCCC5)CC4)cc32)sc1C(N)=O)c1ccccc1C(F)(F)F. As a reaction SMILES: [CH3:1][S:2]([O:3][CH2:6][c:7]1[cH:8][c:9]2[c:10]([cH:11][n:12]1)[n:13][cH:14][n:15]2-[c:16]1[s:17][c:18]([C:34]([NH2:35])=[O:36])[c:19]([O:21][CH:22]([CH3:23])[c:24]2[c:25]([C:30]([F:31])([F:32])[F:33])[cH:26][cH:27][cH:28][cH:29]2)[cH:20]1)(=[O:4])=[O:5].[Cl:51][CH2:52][Cl:53].[O:37]=[C:38]([CH2:39][N:40]1[CH2:41][CH2:42][NH:43][CH2:44][CH2:45]1)[N:46]1[CH2:47][CH2:48][CH2:49][CH2:50]1>>[CH2:6]([c:7]1[cH:8][c:9]2[c:10]([cH:11][n:12]1)[n:13][cH:14][n:15]2-[c:16]1[s:17][c:18]([C:34]([NH2:35])=[O:36])[c:19]([O:21][CH:22]([CH3:23])[c:24]2[c:25]([C:30]([F:31])([F:32])[F:33])[cH:26][cH:27][cH:28][cH:29]2)[cH:20]1)[N:43]1[CH2:42][CH2:41][N:40]([CH2:39][C:38](=[O:37])[N:46]2[CH2:47][CH2:48][CH2:49][CH2:50]2)[CH2:45][CH2:44]1. The reactants are Cl (HCl), [OH-].[K+] (potassium hydroxide), C(N)(=O)C1=C(N=C(C(=N1)C1=CC=C(C=C1)C1=C(C=C(C=C1)C1(CC1)C(=O)OC)Cl)C)C (methyl 1-(4′-(6-carbamoyl-3,5-dimethylpyrazin-2-yl)-2-chlorobiphenyl-4-yl)cyclopropanecarboxylate), C(N)(=O)C1=C(N=C(C(=N1)C1=CC=C(C=C1)C1=C(C=C(C=C1)C1(CC1)C(=O)OC)Cl)C)C (methyl 1-(4′-(6-carbamoyl-3,5-dimethylpyrazin-2-yl)-2-chlorobiphenyl-4-yl)cyclopropanecarboxylate). Run in C(C)(C)(C)O (tert-butanol). Run at temperature 45 celsius, time 30 minute. Product: C(N)(=O)C1=C(N=C(C(=N1)C1=CC=C(C=C1)C1=C(C=C(C=C1)C1(CC1)C(=O)O)Cl)C)C (1-(4′-(6-carbamoyl-3,5-dimethylpyrazin-2-yl)-2-chlorobiphenyl-4-yl)cyclopropanecarboxylic acid). The yield is 22.9%. Reaction SMILES: [OH-].[K+].[C:3]([C:6]1[N:11]=[C:10]([C:12]2[CH:17]=[CH:16][C:15]([C:18]3[CH:23]=[CH:22][C:21]([C:24]4([C:27]([O:29]C)=[O:28])[CH2:26][CH2:25]4)=[CH:20][C:19]=3[Cl:31])=[CH:14][CH:13]=2)[C:9]([CH3:32])=[N:8][C:7]=1[CH3:33])(=[O:5])[NH2:4].Cl>C(O)(C)(C)C>[C:3]([C:6]1[N:11]=[C:10]([C:12]2[CH:13]=[CH:14][C:15]([C:18]3[CH:23]=[CH:22][C:21]([C:24]4([C:27]([OH:29])=[O:28])[CH2:25][CH2:26]4)=[CH:20][C:19]=3[Cl:31])=[CH:16][CH:17]=2)[C:9]([CH3:32])=[N:8][C:7]=1[CH3:33])(=[O:5])[NH2:4] |f:0.1|. Procedure: Powdered potassium hydroxide (52.1 mg, 0.93 mmol) was added in one portion to methyl 1-(4′-(6-carbamoyl-3,5-dimethylpyrazin-2-yl)-2-chlorobiphenyl-4-yl)cyclopropanecarboxylate (Intermediate 10-1; 135 mg, 0.31 mmol) in tert-butanol (5 mL) at 45° C. The resulting solution was stirred at 45° C. for 30 minutes. 2N HCl (1 mL) was added and the mixture was evaporated to remove the organic solvent. The suspension was collected by filtration, washed with water and dried under vacuum to afford crude prod... Yields the product C(C)OC(C1=CC=C(C=C1)C(C=CC1=NC=CC=C1)=O)OCC (4-[3-(2-Pyridyl)-2-propenoyl]benzaldehyde Diethyl Acetal). Procedure: By the same method N-methylpyrrole-2-carbaldehyde and 1-benzyl imidazole-2-carbaldehyde are converted to 4-[3-(1-methyl-2-pyrrolyl)-2-propenoyl]benzaldehyde diethyl acetal and 4-[3-(1-benzyl-2-imidazolyl)-2-propenoyl]benzaldehyde. RXN SMILES: CN1C=CC=C1C=O.C(N1C=CN=C1C=O)C1C=CC=CC=1.[CH2:23]([O:25][CH:26]([O:43][CH2:44][CH3:45])[C:27]1[CH:32]=[CH:31][C:30]([C:33](=[O:42])[CH:34]=[CH:35][C:36]2[N:37]([CH3:41])[CH:38]=[CH:39][CH:40]=2)=[CH:29][CH:28]=1)[CH3:24].C(N1C=CN=C1C=CC(C1C=CC(C=O)=CC=1)=O)C1C=CC=CC=1>>[CH2:23]([O:25][CH:26]([O:43][CH2:44][CH3:45])[C:27]1[CH:32]=[CH:31][C:30]([C:33](=[O:42])[CH:34]=[CH:35][C:36]2[CH:40]=[CH:39][CH:38]=[CH:41][N:37]=2)=[CH:29][CH:28]=1)[CH3:24]. The reactants are CN1C(=CC=C1)C=O (N-methylpyrrole-2-carbaldehyde), C(C1=CC=CC=C1)N1C(=NC=C1)C=CC(=O)C1=CC=C(C=O)C=C1 (4-[3-(1-benzyl-2-imidazolyl)-2-propenoyl]benzaldehyde), C(C1=CC=CC=C1)N1C(=NC=C1)C=O (1-benzyl imidazole-2-carbaldehyde), C(C)OC(C1=CC=C(C=C1)C(C=CC=1N(C=CC1)C)=O)OCC (4-[3-(1-methyl-2-pyrrolyl)-2-propenoyl]benzaldehyde diethyl acetal). Starting materials: Nc1ccnc(Br)c1, C1CCOC1, COC(=O)c1ccc(F)c([N+](=O)[O-])c1, [H-], [Na+]. The product is COC(=O)c1ccc(Nc2ccnc(Br)c2)c([N+](=O)[O-])c1. As a reaction SMILES: [Br:1][c:2]1[n:3][cH:4][cH:5][c:6]([NH2:8])[cH:7]1.[CH2:25]1[O:26][CH2:27][CH2:28][CH2:29]1.[CH3:11][O:12][C:13]([c:14]1[cH:15][c:16]([N+:21](=[O:22])[O-:23])[c:17]([F:20])[cH:18][cH:19]1)=[O:24].[H-:10].[Na+:9]>>[Br:1][c:2]1[n:3][cH:4][cH:5][c:6]([NH:8][c:17]2[c:16]([N+:21](=[O:22])[O-:23])[cH:15][c:14]([C:13]([O:12][CH3:11])=[O:24])[cH:19][cH:18]2)[cH:7]1. The reactants are CC(C)NCC(C=1C=CC(=CC1)NS(=O)(=O)C)O.Cl (sotalol hydrochloride), C([O-])([O-])=O.[K+].[K+] (potassium carbonate). Run in O (water), O (water). Conditions: time 48 hour. The product is CC(C)NCC(C=1C=CC(=CC1)NS(=O)(=O)C)O (sotalol). As a reaction SMILES: [CH3:1][CH:2]([NH:4][CH2:5][CH:6]([OH:18])[C:7]1[CH:8]=[CH:9][C:10]([NH:13][S:14]([CH3:17])(=[O:16])=[O:15])=[CH:11][CH:12]=1)[CH3:3].Cl.C(=O)([O-])[O-].[K+].[K+]>O>[CH3:3][CH:2]([NH:4][CH2:5][CH:6]([OH:18])[C:7]1[CH:8]=[CH:9][C:10]([NH:13][S:14]([CH3:17])(=[O:16])=[O:15])=[CH:11][CH:12]=1)[CH3:1] |f:0.1,2.3.4|. Reported procedure: In 2 lit. round bottom flask, in 450 ml of water, (±) sotalol hydrochloride (200 g) was added under stirring at room temperature. Under stirring, a solution of 500 g of potassium carbonate in 300 ml of water was added. The stirring was continued for 48 hours. Solid material was separated to give 107 g of (±) sotalol. Conditions: temperature 70 celsius. RXN SMILES: [S:1]1[C:5]2[CH:6]=[CH:7][CH:8]=[CH:9][C:4]=2[N:3]=[C:2]1[O:10][C:11]1[CH:26]=[CH:25][C:14]2[C:15]([CH2:18][CH2:19]OS(C)(=O)=O)=[CH:16][O:17][C:13]=2[CH:12]=1.C([O-])([O-])=O.[K+].[K+].[NH:33]1[CH2:43][CH2:42][CH:36]([C:37]([O:39][CH2:40][CH3:41])=[O:38])[CH2:35][CH2:34]1>CC#N>[CH2:40]([O:39][C:37]([CH:36]1[CH2:42][CH2:43][N:33]([CH2:19][CH2:18][C:15]2[C:14]3[CH:25]=[CH:26][C:11]([O:10][C:2]4[S:1][C:5]5[CH:6]=[CH:7][CH:8]=[CH:9][C:4]=5[N:3]=4)=[CH:12][C:13]=3[O:17][CH:16]=2)[CH2:34][CH2:35]1)=[O:38])[CH3:41] |f:1.2.3|. Run in CC#N (MeCN). Procedure details: To a suspension of methanesulfonic acid 2-[6-(benzothiazol-2-yloxy)-benzofuran-3-yl]-ethyl ester (200 mg, 0.5 mmol) and K2CO3 (78 mg, 0.6 mmol) in MeCN (5.2 mL) was added ethyl isonipecotate (0.08 mL, 0.5 mmol) and the reaction mixture was heated (70° C., 48 h). The reaction mixture was filtered, concentrated in vacuo and the resulting residue was partitioned between EtOAc and brine (20 mL each). The organic layer was dried, filtered and concentrated in vacuo. The resulting residue was purified ... Isolated yield 47.9%. The reactants are S1C(=NC2=C1C=CC=C2)OC2=CC1=C(C(=CO1)CCOS(=O)(=O)C)C=C2 (methanesulfonic acid 2-[6-(benzothiazol-2-yloxy)-benzofuran-3-yl]-ethyl ester), C(=O)([O-])[O-].[K+].[K+] (K2CO3), N1CCC(C(=O)OCC)CC1 (ethyl isonipecotate). Product: C(C)OC(=O)C1CCN(CC1)CCC1=COC2=C1C=CC(=C2)OC=2SC1=C(N2)C=CC=C1 (1-{2-[6-(Benzothiazol-2-yloxy)-benzofuran-3-yl]-ethyl}-piperidine-4-carboxylic acid ethyl ester). Reactants: IC1=C2C=CC(=NC2=CC=C1)Cl (5-iodo-2-chloroquinoline), N[C@@H]1CCC2=CC=CC=C12 ((R)-1-aminoindane), N1C=CC=2C(=CC=CC12)B(O)O (1H-indole-4-boronic acid). Yields the product [C@H]1(CCC2=CC=CC=C12)NC1=NC2=CC=CC(=C2C=C1)C1=C2C=CNC2=CC=C1 ((R)-Indan-1-yl-[5-(1H-indol-4-yl)-quinolin-2-yl]-amine). Reaction SMILES: I[C:2]1[CH:11]=[CH:10][CH:9]=[C:8]2[C:3]=1[CH:4]=[CH:5][C:6](Cl)=[N:7]2.[NH2:13][C@H:14]1[C:22]2[C:17](=[CH:18][CH:19]=[CH:20][CH:21]=2)[CH2:16][CH2:15]1.[NH:23]1[C:31]2[CH:30]=[CH:29][CH:28]=[C:27](B(O)O)[C:26]=2[CH:25]=[CH:24]1>>[C@H:14]1([NH:13][C:6]2[CH:5]=[CH:4][C:3]3[C:8](=[CH:9][CH:10]=[CH:11][C:2]=3[C:27]3[CH:28]=[CH:29][CH:30]=[C:31]4[C:26]=3[CH:25]=[CH:24][NH:23]4)[N:7]=2)[C:22]2[C:17](=[CH:18][CH:19]=[CH:20][CH:21]=2)[CH2:16][CH2:15]1. Procedure details: The title compound, MS: m/e=376.5 (M+H+), was prepared in accordance with the general method of example 63 from 5-iodo-2-chloroquinoline, (R)-1-aminoindane and 1H-indole-4-boronic acid. Starting materials: COc1cnc2c(c1)cc(C)n2S(=O)(=O)c1ccccc1, CO, O. The product is COc1cnc2[nH]c(C)cc2c1. As a reaction SMILES: [CH3:1][O:2][c:3]1[cH:4][c:5]2[c:6]([n:7][cH:8]1)[n:9]([S:13]([c:14]1[cH:15][cH:16][cH:17][cH:18][cH:19]1)(=[O:20])=[O:21])[c:10]([CH3:12])[cH:11]2.[CH3:23][OH:24].[OH2:22]>>[CH3:1][O:2][c:3]1[cH:4][c:5]2[c:6]([n:7][cH:8]1)[nH:9][c:10]([CH3:12])[cH:11]2.